From a dataset of the Open Reaction Database (ORD), a public repository of structured organic reaction records. describe an organic reaction: reactants, conditions, products, and yield Reactants: C(C1=CC=CC=C1)OC1=C(C=C(C=C1)Br)C1CCCC1 (1-benzyloxy-4-bromo-2-cyclopentyl-benzene), [Li]CCCC (n-BuLi), Cl (HCl), CN(C)C=O (DMF). The solvent is O1CCCC1 (tetrahydrofuran). Run at temperature -65 celsius, time 30 minute. Product: C(C1=CC=CC=C1)OC1=C(C=C(C=O)C=C1)C1CCCC1 (4-benzyloxy-3-cyclopentyl-benzaldehyde). The yield is 63.0%. As a reaction SMILES: [CH2:1]([O:8][C:9]1[CH:14]=[CH:13][C:12](Br)=[CH:11][C:10]=1[CH:16]1[CH2:20][CH2:19][CH2:18][CH2:17]1)[C:2]1[CH:7]=[CH:6][CH:5]=[CH:4][CH:3]=1.[Li]CCCC.CN([CH:29]=[O:30])C.Cl>O1CCCC1>[CH2:1]([O:8][C:9]1[CH:14]=[CH:13][C:12]([CH:29]=[O:30])=[CH:11][C:10]=1[CH:16]1[CH2:20][CH2:19][CH2:18][CH2:17]1)[C:2]1[CH:7]=[CH:6][CH:5]=[CH:4][CH:3]=1. Procedure details: A stirred solution of 1-benzyloxy-4-bromo-2-cyclopentyl-benzene (1500 mg, 4.53 mmol) in tetrahydrofuran (13.4 mL) was cooled to −65° C. n-BuLi (3.11 mL of L6 M, 4.98 mmol) was added dropwise over several minutes. After 30 min, DMF (497 mg, 526.0 μL, 6.79 mmol) was added dropwise over a period of 10 min. Stirring at −65° C. was maintained for 20 min, and then the reaction was quenched by the addition of HCl (9.06 mL of 1M, 9.06 mmol). The aqueous and organic layers were separated. The organic lay... The reactants are BrC1=CC(=C(C=C1)S(=O)(=O)C1=CC(=CC=C1)F)F (4-bromo-2-fluoro-1-[(3-fluorophenyl)sulfonyl]benzene), FC=1C=CC(=C(C1)B(O)O)OC (5-fluoro-2-methoxybenzene boronic acid). Product: FC=1C=C(C=CC1)S(=O)(=O)C1=C(C=C(C=C1)C1=C(C=CC(=C1)F)OC)F (3,5′-difluoro-2′-methoxybiphenyl-4-yl 3-fluorophenyl sulfone). RXN SMILES: Br[C:2]1[CH:7]=[CH:6][C:5]([S:8]([C:11]2[CH:16]=[CH:15][CH:14]=[C:13]([F:17])[CH:12]=2)(=[O:10])=[O:9])=[C:4]([F:18])[CH:3]=1.[F:19][C:20]1[CH:21]=[CH:22][C:23]([O:29][CH3:30])=[C:24](B(O)O)[CH:25]=1>>[F:17][C:13]1[CH:12]=[C:11]([S:8]([C:5]2[CH:6]=[CH:7][C:2]([C:22]3[CH:21]=[C:20]([F:19])[CH:25]=[CH:24][C:23]=3[O:29][CH3:30])=[CH:3][C:4]=2[F:18])(=[O:10])=[O:9])[CH:16]=[CH:15][CH:14]=1. Procedure details: The subtitle compound was prepared by the method of example 2 step (ii) using the product of step (ii) and 5-fluoro-2-methoxybenzene boronic acid. Starting materials: CCO, NN, O=C1CC2(CN3C(=O)c4ccccc4C3=O)C(=O)Nc3cccc(c32)N1. Yields the product NCC12CC(=O)Nc3cccc(c31)NC2=O. RXN SMILES: [CH3:29][CH2:30][OH:31].[NH2:27][NH2:28].[O:1]=[C:2]1[N:3]([CH2:12][C:13]23[CH2:14][C:15](=[O:26])[NH:16][c:17]4[cH:18][cH:19][cH:20][c:21]([c:22]42)[NH:23][C:24]3=[O:25])[C:10](=[O:11])[c:5]2[c:4]1[cH:9][cH:8][cH:7][cH:6]2>>[NH2:3][CH2:12][C:13]12[CH2:14][C:15](=[O:26])[NH:16][c:17]3[cH:18][cH:19][cH:20][c:21]([c:22]31)[NH:23][C:24]2=[O:25]. Starting materials: [N+](=O)([O-])C1=C(C=CC=C1)C1=CC(C(C1)(C)C)(C)C (1-nitro-2-(3,3,4,4-tetramethylcyclopent-1-enyl)benzene), C(C)O (ethanol), [Cl-].[NH4+] (ammonium chloride), [Cl-].[NH4+] (ammonium chloride). Conditions: temperature 90 celsius, time 5 hour. The product is CC1(C=C(CC1(C)C)C1=C(C=CC=C1)N)C (2-(3,3,4,4-Tetramethylcyclopent-1-enyl)phenylamine). Solvent: O (water). Yield: 85.4%. Procedure details: To a mixture of 1-nitro-2-(3,3,4,4-tetramethylcyclopent-1-enyl)benzene (441 mg, 1.8 mmol) produced in Example (54b), ethanol (10 mL) and water (3.3 mL) were added ammonium chloride (48.1 mg, 0.899 mmol) and iron powder (352 mg, 6.3 mmol), followed by stirring for 5 hours at an external temperature of 90° C. After further adding ammonium chloride (9.63 mg, 0.18 mmol) and iron powder (100 mg, 1.8 mmol) to the reaction mixture, stirring was continued for 12 hours at an external temperature of 75° C... The reagents and catalysts are [Fe] (iron), [Fe] (iron). RXN SMILES: [N+:1]([C:4]1[CH:9]=[CH:8][CH:7]=[CH:6][C:5]=1[C:10]1[CH2:14][C:13]([CH3:16])([CH3:15])[C:12]([CH3:18])([CH3:17])[CH:11]=1)([O-])=O.C(O)C.[Cl-].[NH4+]>[Fe].O>[CH3:17][C:12]1([CH3:18])[C:13]([CH3:15])([CH3:16])[CH2:14][C:10]([C:5]2[CH:6]=[CH:7][CH:8]=[CH:9][C:4]=2[NH2:1])=[CH:11]1 |f:2.3|. Starting materials: O1C(COC2=C1C=CC=C2)C(CN)O ([2-(1,4-benzodioxan-2-yl)-2-hydroxyethyl]amine), Cl.N1C(CCCC1)=O (piperidone HCl), C(#N)[BH3-].[Na+] (Sodium cyanoborohydride). Solvent: C(C)O (ethanol). Reaction conditions: time 16 hour. Yields the product O1C(COC2=C1C=CC=C2)C(CNC2CCNCC2)O (4-{[2-(1,4-benzodioxan-2-yl)-2-hydroxyethyl]amino}piperidine). As a reaction SMILES: [O:1]1[C:6]2[CH:7]=[CH:8][CH:9]=[CH:10][C:5]=2[O:4][CH2:3][CH:2]1[CH:11]([OH:14])[CH2:12][NH2:13].Cl.[NH:16]1[CH2:21][CH2:20][CH2:19][CH2:18][C:17]1=O.C([BH3-])#N.[Na+]>C(O)C>[O:1]1[C:6]2[CH:7]=[CH:8][CH:9]=[CH:10][C:5]=2[O:4][CH2:3][CH:2]1[CH:11]([OH:14])[CH2:12][NH:13][CH:19]1[CH2:20][CH2:21][NH:16][CH2:17][CH2:18]1 |f:1.2,3.4|. Procedure details: Fifty g of [2-(1,4-benzodioxan-2-yl)-2-hydroxyethyl]amine and 85 g of piperidone HCl (ALDRICH) are dissolved in 1000 ml of ethanol. Sodium cyanoborohydride (75 g) is added, and after stirring at ambient conditions overnight (about 16 hr) the mixture is cooled and evaporated. The product is recovered by extraction with methylene chloride to yield 4-{[2-(1,4-benzodioxan-2-yl)-2-hydroxyethyl]amino}piperidine. This material is of sufficient purity to use in this invention. Reactants: CS(=O)(=O)C1=CC=C(C=C1)B(O)O ([4-(Methylsulfonyl)phenyl]boronic acid), BrC1=CC=C(C=C1)O (4-bromophenol), C(=O)([O-])[O-].[Na+].[Na+] (Na2CO3). Reagents/catalysts: C=1C=CC(=CC1)[P](C=2C=CC=CC2)(C=3C=CC=CC3)[Pd]([P](C=4C=CC=CC4)(C=5C=CC=CC5)C=6C=CC=CC6)([P](C=7C=CC=CC7)(C=8C=CC=CC8)C=9C=CC=CC9)[P](C=1C=CC=CC1)(C=1C=CC=CC1)C=1C=CC=CC1 (Pd(PPh3)4). Run in COCCOC (DME). Run at temperature 90 celsius. Yields the product CS(=O)(=O)C1=CC=C(C=C1)C1=CC=C(C=C1)O (4′-(methylsulfonyl)-4-biphenylol). The yield is 64.0%. Reaction SMILES: [CH3:1][S:2]([C:5]1[CH:10]=[CH:9][C:8](B(O)O)=[CH:7][CH:6]=1)(=[O:4])=[O:3].Br[C:15]1[CH:20]=[CH:19][C:18]([OH:21])=[CH:17][CH:16]=1.C([O-])([O-])=O.[Na+].[Na+]>COCCOC.C1C=CC([P]([Pd]([P](C2C=CC=CC=2)(C2C=CC=CC=2)C2C=CC=CC=2)([P](C2C=CC=CC=2)(C2C=CC=CC=2)C2C=CC=CC=2)[P](C2C=CC=CC=2)(C2C=CC=CC=2)C2C=CC=CC=2)(C2C=CC=CC=2)C2C=CC=CC=2)=CC=1>[CH3:1][S:2]([C:5]1[CH:10]=[CH:9][C:8]([C:15]2[CH:20]=[CH:19][C:18]([OH:21])=[CH:17][CH:16]=2)=[CH:7][CH:6]=1)(=[O:4])=[O:3] |f:2.3.4,^1:37,39,58,77|. Procedure: [4-(Methylsulfonyl)phenyl]boronic acid (0.69 g, 3.40 mmol) was added to a solution of 4-bromophenol (0.5 g, 2.83 mmol) in DME (25 mL), followed by addition of 2M Na2CO3 (25 mL) and Pd(PPh3)4 (0.17 g, 0.14 mmol). The reaction mixture was heated at 90° C. for 3 h, then cooled to ambient temperature, and extracted with ether. The combined organic extract was washed with brine, dried over Na2SO4, filtered, and the filtrate was concentrated to give the crude product as an off-white solid. The crude p... Reactants: COC1=NC(=NC(=C1)OC)NC(=O)NS(=O)(=O)C=1SC=CC1C(CF)OC(C)=O (N-[(4,6-dimethoxypyrimidin-2-yl)-aminocarbonyl]-3-(1-acetoxy-2-fluoroethyl)-2-thiophenesulfonamide), Cl (HCl). Solvent: [OH-].[Na+] (sodium hydroxide). Conditions: time 1 hour. The product is COC1=NC(=NC(=C1)OC)NC(=O)NS(=O)(=O)C=1SC=CC1C(CF)O (N-[(4,6-dimethoxypyrimidin-2-yl)-aminocarbonyl]-3-(1-hydroxy-2-fluoroethyl)-2-thiophenesulfonamide). Yield: 88.6%. As a reaction SMILES: [CH3:1][O:2][C:3]1[CH:8]=[C:7]([O:9][CH3:10])[N:6]=[C:5]([NH:11][C:12]([NH:14][S:15]([C:18]2[S:19][CH:20]=[CH:21][C:22]=2[CH:23]([O:26]C(=O)C)[CH2:24][F:25])(=[O:17])=[O:16])=[O:13])[N:4]=1.Cl>[OH-].[Na+]>[CH3:1][O:2][C:3]1[CH:8]=[C:7]([O:9][CH3:10])[N:6]=[C:5]([NH:11][C:12]([NH:14][S:15]([C:18]2[S:19][CH:20]=[CH:21][C:22]=2[CH:23]([OH:26])[CH2:24][F:25])(=[O:16])=[O:17])=[O:13])[N:4]=1 |f:2.3|. Procedure details: 650 mg (0.0015 mole) of N-[(4,6-dimethoxypyrimidin-2-yl)aminocarbonyl]-3-(1-acetoxy-2-fluoroethyl)-2-thiophenesulfonamide synthesized in Example 4 was dissolved in 5 ml of aqueous sodium hydroxide solution and then stirred at normal temperature for one hour. The reaction mixture was adjusted to pH4 by adding 5% aqueous HCl solution and then extracted with methylene chloride. The extract was concentrated to obtain 540 mg (Yield: 92%) of the pure title compound. Reported procedure: General procedure for K3PO4 promoted Suzuki coupling of aryl chlorides: An oven-dried resealable Schlenk tube was purged with argon and charged with Pd(OAc)2 (0.01 mmol, 0.5 mol %), ligand 2 (0.015 mmol, 0.75 mol %), the boronic acid (3.0 mmol), and potassium phosphate (4.0 mmol). The tube was purged with argon, and dioxane (6 mL) and 4-chlorotoluene (2.0 mmol) were added through a rubber septum. The septum was removed, the tube was sealed with a teflon screw cap and the mixture was stirred at r... Reaction conditions: time 2 minute. Reaction SMILES: C[C:2]1[CH:14]=[CH:13][CH:12]=[C:11]([CH3:15])[C:3]=1NCCCCCC.B(O)O.P([O-])([O-])([O-])=O.[K+].[K+].[K+].Cl[C:28]1C=C[C:31]([CH3:34])=[CH:30][CH:29]=1.[O:35]1CCOC[CH2:36]1>CC([O-])=O.CC([O-])=O.[Pd+2]>[CH2:15]([C:11]1[CH:3]=[CH:2][C:14]([O:35][CH3:36])=[CH:13][CH:12]=1)[CH2:28][CH2:29][CH2:30][CH2:31][CH3:34] |f:2.3.4.5,8.9.10|. Reactants: ClC1=CC=C(C=C1)C (4-chlorotoluene), O1CCOCC1 (dioxane), CC1=C(NCCCCCC)C(=CC=C1)C (2,6-Dimethyl-N-(n-hexyl)aniline), B(O)O (boronic acid), P(=O)([O-])([O-])[O-].[K+].[K+].[K+] (potassium phosphate). The reagents and catalysts are CC(=O)[O-].CC(=O)[O-].[Pd+2] (Pd(OAc)2). The product is C(CCCCC)C1=CC=C(C=C1)OC (4-Hexylanisole).